describe an organic reaction: reactants, conditions, products, and yield From a dataset of the Open Reaction Database (ORD), a public repository of structured organic reaction records. The reactants are N1(CCC1)C(CC1=C(C=C(C=C1)OCC1=CC=CC=C1)C)=O (1-(azetidin-1-yl)-2-[4-(benzyloxy)-2-methylphenyl]ethanone). Reagents/catalysts: [OH-].[OH-].[Pd+2] (palladium hydroxide on carbon). Run in C(C)O (ethanol). Reaction conditions: time 8 hour. The product is N1(CCC1)C(CC1=C(C=C(C=C1)O)C)=O (1-(azetidin-1-yl)-2-(4-hydroxy-2-methylphenyl)ethanone). Reaction SMILES: [N:1]1([C:5](=[O:22])[CH2:6][C:7]2[CH:12]=[CH:11][C:10]([O:13]CC3C=CC=CC=3)=[CH:9][C:8]=2[CH3:21])[CH2:4][CH2:3][CH2:2]1>C(O)C.[OH-].[OH-].[Pd+2]>[N:1]1([C:5](=[O:22])[CH2:6][C:7]2[CH:12]=[CH:11][C:10]([OH:13])=[CH:9][C:8]=2[CH3:21])[CH2:4][CH2:3][CH2:2]1 |f:2.3.4|. Reported procedure: 1-(azetidin-1-yl)-2-[4-(benzyloxy)-2-methylphenyl]ethanone (440 mg, 1.490 mmol) was dissolved in ethanol (3 ml) and palladium hydroxide on carbon (20%) (105 mg, 0.149 mmol) added. The mixture was stirred under an atmosphere of hydrogen gas at RT overnight. The mixture was filtered and the filtrate concentrated under reduced pressure to afford the title compound. LC/MS (m/z): 206 (M+H)+. The reactants are ClC=1C=C(C=CC1OCC1=NC2=CC=CC=C2C=C1)CC(=O)O (2-(3-chloro-4-(quinolin-2-ylmethoxy)phenyl)acetic acid), TEA, Br.BrCC(=O)C1=CC=NC=C1 (2-bromo-1-(pyridin-4-yl)ethanone hydrobromide), C1CCC2=NCCCN2CC1 (DBU). The product is ClC=1C=C(C=CC1OCC1=NC2=CC=CC=C2C=C1)C=1C(OCC1C1=CC=NC=C1)=O (3-(3-chloro-4-(quinolin-2-ylmethoxy)phenyl)-4-(pyridin-4-yl)furan-2(5H)-one). The yield is 11.7%. Run at temperature 0 celsius, time 30 minute. Procedure: To a stirred solution of 2-(3-chloro-4-(quinolin-2-ylmethoxy)phenyl)acetic acid (6.0 g, 0.01 mol) in acetonitrile (50 mL) were added TEA (2.58 mL, 0.02 mol) and 2-bromo-1-(pyridin-4-yl)ethanone hydrobromide (6.16 g, 0.02 mol) at RT under an inert atmosphere. The reaction mixture was stirred for 30 minutes, cooled to 0° C., and then DBU (5.5 mL, 0.03 mol) was added. The reaction was stirred for an additional 15 minutes and then quenched with HCl (1 N) and extracted with DCM (2×300 mL). The combin... Run in C(C)#N (acetonitrile). Reaction SMILES: [Cl:1][C:2]1[CH:3]=[C:4]([CH2:20][C:21]([OH:23])=[O:22])[CH:5]=[CH:6][C:7]=1[O:8][CH2:9][C:10]1[CH:19]=[CH:18][C:17]2[C:12](=[CH:13][CH:14]=[CH:15][CH:16]=2)[N:11]=1.Br.Br[CH2:26][C:27]([C:29]1[CH:34]=[CH:33][N:32]=[CH:31][CH:30]=1)=O.C1CCN2C(=NCCC2)CC1>C(#N)C>[Cl:1][C:2]1[CH:3]=[C:4]([C:20]2[C:21](=[O:23])[O:22][CH2:26][C:27]=2[C:29]2[CH:34]=[CH:33][N:32]=[CH:31][CH:30]=2)[CH:5]=[CH:6][C:7]=1[O:8][CH2:9][C:10]1[CH:19]=[CH:18][C:17]2[C:12](=[CH:13][CH:14]=[CH:15][CH:16]=2)[N:11]=1 |f:1.2|. Procedure details: (1R)-1-[(RS)-(5-Chloro-2-benzoxazolyl)hydroxymethyl]-3-phenylpropylamine (136 mg) was coupled with N,N′-bis-Boc-D-ornithine to afford the title compound (150 mg) as a glassy solid: mass spectrum (ES+) m/e 35Cl 653.4, 37Cl 655.4 (M+23 (Na)); 1H NMR (400 MHz, CDCl3, 7:3 mixture of diastereomers) δ 1.40 (m, 18H), 1.62 (m, 4H), 1.90 (m, 2H), 2.74 (m, 2H), 3.03-3.23 (m, 2H), 4.09 (m, 0.3H), 4.19 (m, 0.7H), 4.58 (m, 0.7H), 4.69 (m, 0,3H), 5.03 (m, 0.7H), 5.20 (m, 0.3H), 7.11-7.23 (m, 6H), 7.37 (m, 2H)... Reaction SMILES: [Cl:1][C:2]1[CH:3]=[CH:4][C:5]2[O:9][C:8]([CH:10]([OH:21])[C@H:11]([NH2:20])[CH2:12][CH2:13][C:14]3[CH:19]=[CH:18][CH:17]=[CH:16][CH:15]=3)=[N:7][C:6]=2[CH:22]=1.C([NH:30][C@@H:31]([C:43](O)=[O:44])[CH2:32][CH2:33][CH2:34][NH:35][C:36]([O:38][C:39]([CH3:42])([CH3:41])[CH3:40])=[O:37])(OC(C)(C)C)=O>>[C:36]([N:20]([C@@H:11]([CH:10]([C:8]1[O:9][C:5]2[CH:4]=[CH:3][C:2]([Cl:1])=[CH:22][C:6]=2[N:7]=1)[OH:21])[CH2:12][CH2:13][C:14]1[CH:15]=[CH:16][CH:17]=[CH:18][CH:19]=1)[C:43](=[O:44])[C@H:31]([NH2:30])[CH2:32][CH2:33][CH2:34][NH:35][C:36]([O:38][C:39]([CH3:42])([CH3:41])[CH3:40])=[O:37])([O:38][C:39]([CH3:42])([CH3:41])[CH3:40])=[O:37]. The reactants are ClC=1C=CC2=C(N=C(O2)C([C@@H](CCC2=CC=CC=C2)N)O)C1 ((1R)-1-[(RS)-(5-Chloro-2-benzoxazolyl)hydroxymethyl]-3-phenylpropylamine), C(=O)(OC(C)(C)C)N[C@H](CCCNC(=O)OC(C)(C)C)C(=O)O (N,N′-bis-Boc-D-ornithine). Product: C(=O)(OC(C)(C)C)N(C([C@@H](CCCNC(=O)OC(C)(C)C)N)=O)[C@H](CCC1=CC=CC=C1)C(O)C=1OC2=C(N1)C=C(C=C2)Cl (N,N′-Bis-Boc-(2R)-2,5-Diamino-N-[(1R)-1-[(RS)-(5-chloro-2-benzoxazolyl)hydroxymethyl]-3-phenylpropyl]valeramide). The reactants are ON=C(C1=CN=CC=C1)N (N′-hydroxynicotinimidamide), FC1=C(C(=O)O)C=C(C=C1F)F (2,3,5-trifluorobenzoic acid), N (NH3). The product is FC1=C(C=C(C=C1F)F)C1=NC(=NO1)C=1C=NC=CC1 (5-(2,3,5-trifluorophenyl)-3-(pyridin-3-yl)-1,2,4-oxadiazole). RXN SMILES: [OH:1][N:2]=[C:3]([NH2:10])[C:4]1[CH:9]=[CH:8][CH:7]=[N:6][CH:5]=1.[F:11][C:12]1[C:20]([F:21])=[CH:19][C:18]([F:22])=[CH:17][C:13]=1[C:14](O)=O.N>>[F:11][C:12]1[C:20]([F:21])=[CH:19][C:18]([F:22])=[CH:17][C:13]=1[C:14]1[O:1][N:2]=[C:3]([C:4]2[CH:5]=[N:6][CH:7]=[CH:8][CH:9]=2)[N:10]=1. Procedure details: The title compound was prepared according to the procedure of Example 8 using N′-hydroxynicotinimidamide (Aldrich) and 2,3,5-trifluorobenzoic acid (Aldrich). 1H NMR (300 MHz, CD3OD) δ 7.55-7.68 (m, 2H), 7.83-7.90 (m, 1H), 8.57 (dt, J=8.1, 1.9 Hz, 1H), 8.75 (dd, J=5.1, 1.7 Hz, 1H), 9.30 (dd, J=2.2, 0.8 Hz, 1H) ppm; MS (DCI/NH3) m/z 278 (M+H)+. The reactants are ( ii ), CN1C(N(CC1C(=O)OC(C)(C)C)C1=NC=CC=N1)=O (1,1-dimethylethyl 3-methyl-2-oxo-1-(2-pyrimidinyl)-4-imidazolidinecarboxylate), C(=O)(C(F)(F)F)O.C(Cl)Cl (TFA DCM), CN1C(NCC1C(=O)OC(C)(C)C)=O (1,1-dimethylethyl 3-methyl-2-oxo-4-imidazolidinecarboxylate), BrC1=NC=CC=N1 (2-bromopyrimidine), C([O-])([O-])=O.[Cs+].[Cs+] (cesium carbonate), CC1(C2=C(C(=CC=C2)P(C3=CC=CC=C3)C4=CC=CC=C4)OC5=C(C=CC=C51)P(C6=CC=CC=C6)C7=CC=CC=C7)C (Xantphos). The reagents and catalysts are C=1C=CC(=CC1)/C=C/C(=O)/C=C/C2=CC=CC=C2.C=1C=CC(=CC1)/C=C/C(=O)/C=C/C2=CC=CC=C2.C=1C=CC(=CC1)/C=C/C(=O)/C=C/C2=CC=CC=C2.[Pd].[Pd] (tris(dibenzylideneacetone)dipalladium(0)). Solvent: O1CCOCC1 (1,4-dioxane), O (water). The product is OC(=O)C(F)(F)F.CN1C(N(C[C@H]1C(=O)O)C1=NC=CC=N1)=O ((4S)-3-methyl-2-oxo-1-(2-pyrimidinyl)-4-imidazolidinecarboxylic acid TFA salt). As a reaction SMILES: CN1C(C(OC(C)(C)C)=O)CNC1=O.BrC1N=CC=CN=1.C(=O)([O-])[O-].[Cs+].[Cs+].CC1(C)C2C(=C(P(C3C=CC=CC=3)C3C=CC=CC=3)C=CC=2)OC2C(P(C3C=CC=CC=3)C3C=CC=CC=3)=CC=CC1=2.[CH3:70][N:71]1[CH:75]([C:76]([O:78]C(C)(C)C)=[O:77])[CH2:74][N:73]([C:83]2[N:88]=[CH:87][CH:86]=[CH:85][N:84]=2)[C:72]1=[O:89].[C:90]([OH:96])([C:92]([F:95])([F:94])[F:93])=[O:91].C(Cl)Cl>O1CCOCC1.O.C1C=CC(/C=C/C(/C=C/C2C=CC=CC=2)=O)=CC=1.C1C=CC(/C=C/C(/C=C/C2C=CC=CC=2)=O)=CC=1.C1C=CC(/C=C/C(/C=C/C2C=CC=CC=2)=O)=CC=1.[Pd].[Pd]>[OH:96][C:90]([C:92]([F:95])([F:94])[F:93])=[O:91].[CH3:70][N:71]1[C@H:75]([C:76]([OH:78])=[O:77])[CH2:74][N:73]([C:83]2[N:84]=[CH:85][CH:86]=[CH:87][N:88]=2)[C:72]1=[O:89] |f:2.3.4,7.8,11.12.13.14.15,16.17|. Reported procedure: A solution of 1,1-dimethylethyl 3-methyl-2-oxo-4-imidazolidinecarboxylate (801 mg, 4 mmol) (prepared as described in step (iii) of Example 13, starting from (4S)-2-oxo-3-{[(phenylmethyl)oxy]carbonyl}-4-imidazolidinecarboxylic acid) and 2-bromopyrimidine (636 mg, 4 mmol) in 1,4-dioxane (20 ml) was treated with cesium carbonate (1955 mg, 6 mmol), Xantphos™ (174 mg, 0.3 mmol) and tris(dibenzylideneacetone)dipalladium(0) (92 mg, 0.1 mmol) and the mixture was heated under reflux under argon for 1 hou... Starting materials: O=C1CCN(CC1)C1=CC=C(C(=O)O)C=C1 (4-(4-Oxo-piperidine-1-y)-benzoic acid), Cl.C(C)OC(CCN)=O (beta-alanine ethyl ester hydrochloride). The product is C(C)OC(CCNC(C1=CC=C(C=C1)N1CCC(CC1)=O)=O)=O (3-[4-(4-Oxo-piperidine-1-yl)-benzoylamino]-propionic acid ethyl ester). As a reaction SMILES: [O:1]=[C:2]1[CH2:7][CH2:6][N:5]([C:8]2[CH:16]=[CH:15][C:11]([C:12]([OH:14])=O)=[CH:10][CH:9]=2)[CH2:4][CH2:3]1.Cl.[CH2:18]([O:20][C:21](=[O:25])[CH2:22][CH2:23][NH2:24])[CH3:19]>>[CH2:18]([O:20][C:21](=[O:25])[CH2:22][CH2:23][NH:24][C:12](=[O:14])[C:11]1[CH:10]=[CH:9][C:8]([N:5]2[CH2:4][CH2:3][C:2](=[O:1])[CH2:7][CH2:6]2)=[CH:16][CH:15]=1)[CH3:19] |f:1.2|. Procedure details: The title compound was prepared from 4-(4-oxo-piperidine-1-yl)-benzoic acid (which was obtained in Example 151) and beta-alanine ethyl ester hydrochloride according to the procedure of Example 154 as a yellowish solid; 1H NMR (300 MHz, CDCl3) δ 1.28 (t, J=7.1 Hz, 3H), 2.56 (t, J=6.1 Hz, 4H), 2.64 (t, J=5.7 Hz, 2H), 3.55-3.65 (m, 6H), 4.15 (q, J=7.1 Hz, 2H), 6.82 (t, J=5.7 Hz, 1H), 6.95 (d, J=8.9 Hz, 2H), 7.70 (d, J=8.9 Hz, 2H); MS (ES) m/z: 319.1 (MH+). Reactants: O=C([O-])[O-], CN(C)C=O, ClCc1ccc2ccccc2n1, Cl, [K+], [K+], O, Oc1cccc(O)c1. The product is Oc1cccc(OCc2ccc3ccccc3n2)c1. Reaction SMILES: [C:22](=[O:23])([O-:24])[O-:25].[CH3:29][N:30]([CH3:31])[CH:32]=[O:33].[Cl:2][CH2:3][c:4]1[n:5][c:6]2[cH:7][cH:8][cH:9][cH:10][c:11]2[cH:12][cH:13]1.[ClH:1].[K+:26].[K+:27].[OH2:28].[c:14]1([OH:21])[cH:15][c:16]([OH:20])[cH:17][cH:18][cH:19]1>>[CH2:3]([c:4]1[n:5][c:6]2[cH:7][cH:8][cH:9][cH:10][c:11]2[cH:12][cH:13]1)[O:20][c:16]1[cH:15][c:14]([OH:21])[cH:19][cH:18][cH:17]1. Run in CO (methanol), O (water). Product: OC(C)C1=CC=C(C=C1)C1=CCCCC1 (1-hydroxy-1-[p-(1-cyclohexenyl)-phenyl]-ethane). Starting materials: [BH4-].[Na+] (sodium borohydride), C1(=CCCCC1)C1=CC=C(C=C1)C(C)=O (p-(1-cyclohexenyl)-acetophenone). Procedure: A solution of 7 g of sodium borohydride in 300 ml of methanol and 80 ml of water is cooled to 5°C and 50 g of p-(1-cyclohexenyl)-acetophenone are stirred in portionwise. The batch is stirred on for 2 hours at room temperature, the solution is concentrated to half its volume in a rotary evaporator, mixed with 1 litre of water and extracted with 3 × 500 ml of methylenechloride. The methylenechloride residue is recrystallized from petroleum ether and furnishes 1-hydroxy-1-[p-(1-cyclohexenyl)-phenyl... Reaction conditions: time 2 hour. Reaction SMILES: [BH4-].[Na+].[C:3]1([C:9]2[CH:14]=[CH:13][C:12]([C:15](=[O:17])[CH3:16])=[CH:11][CH:10]=2)[CH2:8][CH2:7][CH2:6][CH2:5][CH:4]=1>CO.O>[OH:17][CH:15]([C:12]1[CH:13]=[CH:14][C:9]([C:3]2[CH2:8][CH2:7][CH2:6][CH2:5][CH:4]=2)=[CH:10][CH:11]=1)[CH3:16] |f:0.1|.